This data is from the Open Reaction Database (ORD), a public repository of structured organic reaction records. The task is: describe an organic reaction: reactants, conditions, products, and yield Reactants: C(C1=CC=CC=C1)OC(=O)Cl (benzyloxycarbonyl chloride), ice, NC=1SC=C(N1)C(=O)OCC (ethyl 2-amino-1,3-thiazole-4-carboxylate), N1=CC=CC=C1 (pyridine). Solvent: ClCCl (dichloromethane). Reaction conditions: time 1 hour. Product: C(C1=CC=CC=C1)OC(=O)NC=1SC=C(N1)C(=O)OCC (ethyl 2-{[(benzyloxy)carbonyl]amino}-1,3-thiazole-4-carboxylate). As a reaction SMILES: [NH2:1][C:2]1[S:3][CH:4]=[C:5]([C:7]([O:9][CH2:10][CH3:11])=[O:8])[N:6]=1.N1C=CC=CC=1.[CH2:18]([O:25][C:26](Cl)=[O:27])[C:19]1[CH:24]=[CH:23][CH:22]=[CH:21][CH:20]=1>ClCCl>[CH2:18]([O:25][C:26]([NH:1][C:2]1[S:3][CH:4]=[C:5]([C:7]([O:9][CH2:10][CH3:11])=[O:8])[N:6]=1)=[O:27])[C:19]1[CH:24]=[CH:23][CH:22]=[CH:21][CH:20]=1. Reported procedure: To an ice-cold mixture of ethyl 2-amino-1,3-thiazole-4-carboxylate (5 g), pyridine (3.36 ml) and dichloromethane (50 ml) was added benzyloxycarbonyl chloride (3.1 ml), and the mixture was stirred at ambient temperature for 1 hour. The reaction mixture was washed with saturated aqueous sodium hydrogen bicarbonate (30 ml), dried over sodium sulfate and concentrated in vacuo. The crystalline residue was collected and washed with diisopropyl ether to give ethyl 2-{[(benzyloxy)carbonyl]amino}-1,3-thi... The reactants are CCO, CCCCCC, Cc1c(CO)cccc1[N+](=O)[O-], Cl, [Fe], [K+], [OH-]. Yields the product Cc1c(N)cccc1CO, Cl. RXN SMILES: [CH3:14][CH2:15][OH:16].[CH3:20][CH2:21][CH2:22][CH2:23][CH2:24][CH3:25].[CH3:2][c:3]1[c:4]([CH2:12][OH:13])[cH:5][cH:6][cH:7][c:8]1[N+:9]([O-:10])=[O:11].[ClH:1].[Fe:19].[K+:18].[OH-:17]>>[CH3:2][c:3]1[c:4]([CH2:12][OH:13])[cH:5][cH:6][cH:7][c:8]1[NH2:9].[ClH:1]. The reactants are O1C(=CC=C1)CNS(=O)(=O)C1=CC=C(C(=O)O)C=C1 (4-(N-(furan-2-ylmethyl)sulfamoyl)benzoic acid), C([O-])([O-])=O.[Cs+].[Cs+] (Cesium Carbonate), BrCC1=CC=CC=C1 ((Bromomethyl)benzene). Solvent: CN(C)C=O (DMF), C(C)(=O)OCC (Ethyl Acetate). Conditions: temperature 165 celsius, time 6 hour. The product is C(C1=CC=CC=C1)N(S(=O)(=O)C1=CC=C(C(=O)O)C=C1)CC=1OC=CC1 (4-(N-benzyl-N-(furan-2-ylmethyl)sulfamoyl)benzoic acid). The yield is 35.0%. RXN SMILES: [O:1]1[CH:5]=[CH:4][CH:3]=[C:2]1[CH2:6][NH:7][S:8]([C:11]1[CH:19]=[CH:18][C:14]([C:15]([OH:17])=[O:16])=[CH:13][CH:12]=1)(=[O:10])=[O:9].C(=O)([O-])[O-].[Cs+].[Cs+].Br[CH2:27][C:28]1[CH:33]=[CH:32][CH:31]=[CH:30][CH:29]=1>CN(C=O)C.C(OCC)(=O)C>[CH2:27]([N:7]([CH2:6][C:2]1[O:1][CH:5]=[CH:4][CH:3]=1)[S:8]([C:11]1[CH:19]=[CH:18][C:14]([C:15]([OH:17])=[O:16])=[CH:13][CH:12]=1)(=[O:10])=[O:9])[C:28]1[CH:33]=[CH:32][CH:31]=[CH:30][CH:29]=1 |f:1.2.3|. Procedure details: 4-(N-(furan-2-ylmethyl)sulfamoyl)benzoic acid (Example 5-2b) (140 mg, 0.5 mmol) and Cesium Carbonate (325 mg, 1 mmol) were placed in a microwave vial and dissolved in 2 mL DMF. (Bromomethyl)benzene (170 mg, 1 mmol) was added into the reaction mixture. The reaction was placed in a microwave reactor and heated at 165° C. for 5 minutes. The reaction mixture was dissolved in Ethyl Acetate and washed with water. The organic layer was dried over sodium sulfate and evaporated under vacuum. The crude pr... Starting materials: tertiary alcohols, C(C)(=O)OCC1=CCC(CC1)C(C)(C)O (7-acetoxy-p-menth-1-en-8-ol). Run in CS(=O)C (dimethyl sulfoxide), CS(=O)C (DMSO). Product: CC(=C)C1CCC(=CC1)COC(=O)C (perillyl acetate), ( G ). RXN SMILES: [C:1]([O:4][CH2:5][C:6]1[CH2:11][CH2:10][CH:9]([C:12](O)([CH3:14])[CH3:13])[CH2:8][CH:7]=1)(=[O:3])[CH3:2]>CS(C)=O>[CH3:14][C:12]([CH:9]1[CH2:8][CH:7]=[C:6]([CH2:5][O:4][C:1]([CH3:2])=[O:3])[CH2:11][CH2:10]1)=[CH2:13]. Procedure details: Heated solutions of dimethyl sulfoxide (DMSO) can dehydrate secondary or tertiary alcohols. Heating 65 grams of alcohol (E) (0.30 moles) in 65 ml of DMSO at 190° C. for ninety minutes resulted in the rapid formation of acetates (B) and (G). The reaction mixture was cooled to 0° C. and then poured into an equal volume of water. The resulting mixture was then extracted with three 200 ml portions of tert-butyl methyl ether. The combined ethereal extracts were washed with brine, dried over anhydrous... Starting materials: Cl.C(CC)N(CCC1=C2C(=NNC2=C(C=C1)OC)O)CCC (N,N-dipropyl-N-[2-(3-hydroxy-7-methoxy-1H-indazol-4-yl)ethyl]amine, hydrochloride), Br (hydrogen bromide). Yields the product Br.OC1=NNC2=C(C=CC(=C12)CCN(CCC)CCC)O (N-[2-(3,7-dihydroxy-1H-indazol-4-yl)ethyl]-N,N-dipropylamine, hydrobromide). RXN SMILES: Cl.[CH2:2]([N:5]([CH2:20][CH2:21][CH3:22])[CH2:6][CH2:7][C:8]1[CH:16]=[CH:15][C:14]([O:17]C)=[C:13]2[C:9]=1[C:10]([OH:19])=[N:11][NH:12]2)[CH2:3][CH3:4].[BrH:23]>>[BrH:23].[OH:19][C:10]1[C:9]2[C:13](=[C:14]([OH:17])[CH:15]=[CH:16][C:8]=2[CH2:7][CH2:6][N:5]([CH2:20][CH2:21][CH3:22])[CH2:2][CH2:3][CH3:4])[NH:12][N:11]=1 |f:0.1,3.4|. Procedure details: Under argon, 480 mg of N,N-dipropyl-N-[2-(3-hydroxy-7-methoxy-1H-indazol-4-yl)ethyl]amine, hydrochloride, is heated to 120° C. in 5 ml of aqueous hydrogen bromide (65%) for 4 hours. The mixture is concentrated and once distilled with water. The residue is dried, triturated with diethyl ether, and repeatedly recrystallized from ethanol/acetone/diethyl ether, thus obtaining 340 mg of N-[2-(3,7-dihydroxy-1H-indazol-4-yl)ethyl]-N,N-dipropylamine, hydrobromide, decomposition point 242°-244° C. Reactants: C(C)OC(=O)N1[C@H](C[C@H](C2=CC(=C(C=C12)OC)O)N(C(=O)OC)CC1=CC(=CC(=C1)C(F)(F)F)C(F)(F)F)C (cis-4-[(3,5-bis-trifluoromethyl-benzyl)-methoxycarbonyl-amino]-6-hydroxy-7-methoxy-2-methyl-3,4-dihydro-2H-quinoline-1-carboxylic acid ethyl ester), C1(=CC=CC=C1)P(C1=CC=CC=C1)C1=CC=CC=C1 (triphenylphosphine), C(C)O (ethanol), CN1C(CNCC1)NC(=O)N=NC(=O)NC1N(CCNC1)C (bis-(N-methylpiperazinyl)-azodicarboxamide). Solvent: C1=CC=CC=C1 (benzene). The product is C(C)OC(=O)N1[C@H](C[C@H](C2=CC(=C(C=C12)OC)OCC)N(C(=O)OC)CC1=CC(=CC(=C1)C(F)(F)F)C(F)(F)F)C (cis-4-[(3,5-Bis-trifluoromethyl-benzyl)-methoxycarbonyl-amino]-6-ethoxy-7-methoxy-2-methyl-3,4-dihydro-2H-quinoline-1-carboxylic Acid Ethyl Ester). Yield: 63.7%. RXN SMILES: [CH2:1]([O:3][C:4]([N:6]1[C:15]2[C:10](=[CH:11][C:12]([OH:18])=[C:13]([O:16][CH3:17])[CH:14]=2)[C@H:9]([N:19]([CH2:24][C:25]2[CH:30]=[C:29]([C:31]([F:34])([F:33])[F:32])[CH:28]=[C:27]([C:35]([F:38])([F:37])[F:36])[CH:26]=2)[C:20]([O:22][CH3:23])=[O:21])[CH2:8][C@@H:7]1[CH3:39])=[O:5])[CH3:2].[C:40]1(P(C2C=CC=CC=2)C2C=CC=CC=2)C=CC=C[CH:41]=1.C(O)C.CN1CCNCC1NC(N=NC(NC1CNCCN1C)=O)=O>C1C=CC=CC=1>[CH2:1]([O:3][C:4]([N:6]1[C:15]2[C:10](=[CH:11][C:12]([O:18][CH2:40][CH3:41])=[C:13]([O:16][CH3:17])[CH:14]=2)[C@H:9]([N:19]([CH2:24][C:25]2[CH:26]=[C:27]([C:35]([F:36])([F:38])[F:37])[CH:28]=[C:29]([C:31]([F:32])([F:33])[F:34])[CH:30]=2)[C:20]([O:22][CH3:23])=[O:21])[CH2:8][C@@H:7]1[CH3:39])=[O:5])[CH3:2]. Procedure: A solution of cis-4-[(3,5-bis-trifluoromethyl-benzyl)-methoxycarbonyl-amino]-6-hydroxy-7-methoxy-2-methyl-3,4-dihydro-2H-quinoline-1-carboxylic acid ethyl ester (30 mg, 0.053 mmol), triphenylphosphine (28 mg, 0.11 mmol), ethanol (16 μL, 0.79 mmol), and bis-(N-methylpiperazinyl)-azodicarboxamide (30 mg, 0.11 mmol) in benzene (1 mL) was stirred at room temperature for 12 hours. Purification of the solution directly by silica gel chromatography using 0-20% ethyl acetate/hexanes as eluent afforded 2... Reactants: Cc1ccc([Mg]Br)cc1 (effective_coupling_partner), COc5ccc4cc(n3c1ccccc1c2ccccc23)ccc4c5 (substrate). The reagents and catalysts are C1-CDC. Conditions: temperature 60 celsius, time 4 hour. Product: Cc6ccc(c5ccc4cc(n3c1ccccc1c2ccccc23)ccc4c5)cc6. Starting materials: S(=O)(=O)([O-])[O-].[Mg+2] (magnesium sulfate), C(C)OC(CCC1=CC(=CC(=C1)F)F)=O (3-(3,5-difluorophenyl)propionic ethyl ester), [Cl-].[NH4+] (ammonium chloride), CC(C)C[AlH]CC(C)C (DIBAL). Solvent: C(C)OCC (Diethyl ether), C1(=CC=CC=C1)C (toluene), C1(=CC=CC=C1)C (toluene). Run at temperature -58 celsius. The product is FC=1C=C(C=C(C1)F)CCC=O (3(3,5-difluorophenyl)propanal). Yield: 98.7%. As a reaction SMILES: C([O:3][C:4](=O)[CH2:5][CH2:6][C:7]1[CH:12]=[C:11]([F:13])[CH:10]=[C:9]([F:14])[CH:8]=1)C.CC(C[AlH]CC(C)C)C.[Cl-].[NH4+].S([O-])([O-])(=O)=O.[Mg+2]>C1(C)C=CC=CC=1.C(OCC)C>[F:13][C:11]1[CH:12]=[C:7]([CH2:6][CH2:5][CH:4]=[O:3])[CH:8]=[C:9]([F:14])[CH:10]=1 |f:2.3,4.5|. Reported procedure: The above 3-(3,5-difluorophenyl)propionic ethyl ester 53.0 g (247 mmol) was dissolved in toluene 500 ml and cooled to −58° C. under stirring, and a 1.01 M of toluene solution 255 ml (258 mmol) of DIBAL was added dropwise, and the mixture was stirred at −55° C. for 15 minutes. At the same temperature, a saturated ammonium chloride aqueous solution 200 ml was added dropwise to the reactant, and the mixture was heated to room temperature and stirred for 30 minutes. Diethyl ether 100 ml was added to... The reactants are N.B (ammonia borane), [H][H] (hydrogen), TEFLON, [N+](=O)([O-])N1NC=C(C1[N+](=O)[O-])[N+](=O)[O-] (2,3,4-trinitro-1H-pyrazole), PTFE. Solvent: glass. Conditions: temperature -196 celsius, time 30 minute. Product: [N+](=O)([O-])N1N(C=C(C1[N+](=O)[O-])[N+](=O)[O-])[B-](N1N(C(C(=C1)[N+](=O)[O-])[N+](=O)[O-])[N+](=O)[O-])(N1N(C(C(=C1)[N+](=O)[O-])[N+](=O)[O-])[N+](=O)[O-])N1N(C(C(=C1)[N+](=O)[O-])[N+](=O)[O-])[N+](=O)[O-].[NH4+] (ammonium tetrakis(2,3,4-trinitro-1H-pyrazolyl)borate). Reaction SMILES: [N+:1]([N:4]1[CH:8]([N+:9]([O-:11])=[O:10])[C:7]([N+:12]([O-:14])=[O:13])=[CH:6][NH:5]1)([O-:3])=[O:2].[NH3:15].[BH3:16].[H][H]>>[N+:1]([N:4]1[CH:8]([N+:9]([O-:11])=[O:10])[C:7]([N+:12]([O-:14])=[O:13])=[CH:6][N:5]1[B-:16]([N:5]1[CH:6]=[C:7]([N+:12]([O-:14])=[O:13])[CH:8]([N+:9]([O-:11])=[O:10])[N:4]1[N+:1]([O-:3])=[O:2])([N:5]1[CH:6]=[C:7]([N+:12]([O-:14])=[O:13])[CH:8]([N+:9]([O-:11])=[O:10])[N:4]1[N+:1]([O-:3])=[O:2])[N:15]1[CH:6]=[C:7]([N+:12]([O-:14])=[O:13])[CH:8]([N+:9]([O-:11])=[O:10])[N:4]1[N+:1]([O-:3])=[O:2])([O-:3])=[O:2].[NH4+:1] |f:1.2,4.5|. Procedure details: A 150 mL glass ampule equipped with a grease free high-vacuum PTFE valve and a TEFLON™ coated stir bar was flamed-out under vacuum. Inside the dry-box, the ampule was loaded with 1.62 g (8.00 mmol) 2,3,4-trinitro-1H-pyrazole and 61.6 mg (2.00 mmol) ammonia borane. The ampule was connected to a vacuum line, evacuated and cooled to −196° C. About 10 mL of dry dimethoxyethane was slowly condensed into the ampule. The ampule was closed and allowed to warm to ambient temperature. After 30 minutes, th... The reactants are CCOCC, Cc1noc(-c2cccnc2Cl)n1, [H-], [Na+], CN(C)C=O, O, OCc1ccccc1. Yields the product Cc1noc(-c2cccnc2OCc2ccccc2)n1. As a reaction SMILES: [CH3:29][CH2:30][O:31][CH2:32][CH3:33].[Cl:11][c:12]1[n:13][cH:14][cH:15][cH:16][c:17]1-[c:18]1[n:19][c:20]([CH3:23])[n:21][o:22]1.[H-:10].[Na+:9].[O:24]=[CH:25][N:26]([CH3:27])[CH3:28].[OH2:34].[OH:1][CH2:2][c:3]1[cH:4][cH:5][cH:6][cH:7][cH:8]1>>[O:1]([CH2:2][c:3]1[cH:4][cH:5][cH:6][cH:7][cH:8]1)[c:12]1[n:13][cH:14][cH:15][cH:16][c:17]1-[c:18]1[n:19][c:20]([CH3:23])[n:21][o:22]1.